This data is from the Open Reaction Database (ORD), a public repository of structured organic reaction records. The task is: describe an organic reaction: reactants, conditions, products, and yield Starting materials: COC=1C(=CC(=C2C1OC(=CC2=O)C=3C=CC=CC3)O)O (Wogonin), C=O (formaldehyde), CNC (dimethylamine). Run in CO (methanol). Conditions: temperature 55 celsius, time 4 hour. Product: CN(C)CC=1C(=C2C(C=C(OC2=C(C1O)OC)C1=CC=CC=C1)=O)O (6-((dimethylamino)methyl)-5,7-dihydroxy-8-methoxy-2-phenyl-4H-chromen-4-one). As a reaction SMILES: [CH3:1][O:2][C:3]1[C:4]([OH:21])=[CH:5][C:6]([OH:20])=[C:7]2[C:12](=[O:13])[CH:11]=[C:10]([C:14]3[CH:15]=[CH:16][CH:17]=[CH:18][CH:19]=3)[O:9][C:8]=12.[CH2:22]=O.[CH3:24][NH:25][CH3:26]>CO>[CH3:24][N:25]([CH2:22][C:5]1[C:6]([OH:20])=[C:7]2[C:8](=[C:3]([O:2][CH3:1])[C:4]=1[OH:21])[O:9][C:10]([C:14]1[CH:19]=[CH:18][CH:17]=[CH:16][CH:15]=1)=[CH:11][C:12]2=[O:13])[CH3:26]. Procedure details: The mixture of Wogonin (28.4 g), methanol (350 ml), 37% formaldehyde solution (8.1 ml), 33% dimethylamine solution (13.6 g) was stirred under for 4 hours at 55° C., then precipitates were removed by filtration and washed several times with methanol, after drying under reduced pressure at 65° C. to get the product as yellow solid 32.7 g of purity 99.3%. MS: (API-ES) m/z 342.5[M+H]+; 1H NMR (DMSO-d6, 400 MHz) δ 8.03˜8.04 (m, 2H, Ar-2′,6′-H), 7.59-7.60 (m, 3H, Ar-3′,4′,5′-H), 6.81 (s, 1H, 3-H), 3.9... Starting materials: [OH-].[Na+] (sodium hydroxide), C1(=CC=CC=C1)C(C(=O)C1=NC=CC=C1)=O (1 -phenyl-2-(2-pyridinyl)ethanedione), N(C(=N)N)C=1NC2=C(N1)C=CC=C2 (2-guanidinobenzimidazole). Solvent: O (water), CO (methanol). The product is N1=C(NC2=C1C=CC=C2)N=C2NC1(C(NC(N1)=NC=1NC3=C(N1)C=CC=C3)(N2)C2=CC=CC=C2)C2=NC=CC=C2 (2,5-bis[2-benzimidazolylimino]-3a-(2-pyridyl)-6a-phenyl-1,2,3,3a,4,5,6,6a-octahydroimidazo[4,5-d]imidazole), crystals. Isolated yield 20.0%. Reaction SMILES: [C:1]1([C:7](=O)[C:8]([C:10]2[CH:15]=[CH:14][CH:13]=[CH:12][N:11]=2)=O)[CH:6]=[CH:5][CH:4]=[CH:3][CH:2]=1.[NH:17]([C:21]1[NH:22][C:23]2[CH:29]=[CH:28][CH:27]=[CH:26][C:24]=2[N:25]=1)[C:18]([NH2:20])=[NH:19].[OH-].[Na+]>CO.O>[N:25]1[C:24]2[CH:26]=[CH:27][CH:28]=[CH:29][C:23]=2[NH:22][C:21]=1[N:17]=[C:18]1[NH:20][C:7]2([C:1]3[CH:6]=[CH:5][CH:4]=[CH:3][CH:2]=3)[NH:20][C:18](=[N:17][C:21]3[NH:25][C:24]4[CH:26]=[CH:27][CH:28]=[CH:29][C:23]=4[N:22]=3)[NH:19][C:8]2([C:10]2[CH:15]=[CH:14][CH:13]=[CH:12][N:11]=2)[NH:19]1 |f:2.3|. Procedure details: Following the procedure of Example 1, 1 -phenyl-2-(2-pyridinyl)ethanedione (800 mg, 3.79 mmol) and 2-guanidinobenzimidazole (560 mg, 3.15 mmol) in methanol (20 mL) was treated with a solution of sodium hydroxide (40 mg, 1.0 mmol) in 1 mL of water. The title compound was isolated as pale yellow crystals (160 mg, 20% yield). 1H NMR (300 z, d6 -DMSO) δ 12.0 (br. s, NH, 1H) 11.5 (br s, NH, 2 H), 10.0 (br s, NH, I H), 8.6 br s, NH, 1 H), 8A1 (m, 2 H), 7.55 (t, J=6.9 Hz, 2 H), 7.30-7.10 (m, 8 H), 6.98... Starting materials: ice, Cl (HCl), BrC=1C=C(C=C(C1)OC)C1OCCCO1 (2-(3-bromo-5-methoxyphenyl)-1,3-dioxane), C(C)(C)N1CCNCC1 (1-isopropyl-piperazine), CC(C)([O-])C.[Na+] (sodium-tert-butoxide), C1(=CC=CC=C1)P(C1=C(C2=CC=CC=C2C=C1)C1=C(C=CC2=CC=CC=C12)P(C1=CC=CC=C1)C1=CC=CC=C1)C1=CC=CC=C1 (2,2′-bis(diphenylphosphino)-1,1′-binaphthyl), [OH-].[Na+] (NaOH). Reagents/catalysts: C=1C=CC(=CC1)/C=C/C(=O)/C=C/C2=CC=CC=C2.C=1C=CC(=CC1)/C=C/C(=O)/C=C/C2=CC=CC=C2.C=1C=CC(=CC1)/C=C/C(=O)/C=C/C2=CC=CC=C2.[Pd].[Pd] (tris(dibenzylideneacetone)dipalladium). Solvent: C1(=CC=CC=C1)C (toluene). Conditions: temperature 100 celsius, time 18 hour. Product: C(C)(C)N1CCN(CC1)C=1C=C(C=O)C=C(C1)OC (3-(4-isopropylpiperazin-1-yl)-5-methoxybenzaldehyde). Isolated yield 27.2%. As a reaction SMILES: Br[C:2]1[CH:3]=[C:4]([CH:10]2[O:15]CCCO2)[CH:5]=[C:6]([O:8][CH3:9])[CH:7]=1.[CH:16]([N:19]1[CH2:24][CH2:23][NH:22][CH2:21][CH2:20]1)([CH3:18])[CH3:17].CC(C)([O-])C.[Na+].C1(P(C2C=CC=CC=2)C2C=CC3C(=CC=CC=3)C=2C2C3C(=CC=CC=3)C=CC=2P(C2C=CC=CC=2)C2C=CC=CC=2)C=CC=CC=1.Cl.[OH-].[Na+]>C1(C)C=CC=CC=1.C1C=CC(/C=C/C(/C=C/C2C=CC=CC=2)=O)=CC=1.C1C=CC(/C=C/C(/C=C/C2C=CC=CC=2)=O)=CC=1.C1C=CC(/C=C/C(/C=C/C2C=CC=CC=2)=O)=CC=1.[Pd].[Pd]>[CH:16]([N:19]1[CH2:24][CH2:23][N:22]([C:2]2[CH:3]=[C:4]([CH:5]=[C:6]([O:8][CH3:9])[CH:7]=2)[CH:10]=[O:15])[CH2:21][CH2:20]1)([CH3:18])[CH3:17] |f:2.3,6.7,9.10.11.12.13|. Reported procedure: A mixture of 2-(3-bromo-5-methoxyphenyl)-1,3-dioxane (4.75 g, 17.4 mmol), 1-isopropyl-piperazine (3.14 mL, 21.96 mmol), sodium-tert-butoxide (3.00 g, 31.3 mmol), 2,2′-bis(diphenylphosphino)-1,1′-binaphthyl (0.342 g, 0.55 mmol) and tris(dibenzylideneacetone)dipalladium (0) (0.167 g, 0.18 mmol) in toluene (40 mL) was stirred at 100° C. for 18 h. After this time the reaction was cooled to rt and the dark brown mixture was poured into an ice-cold solution of 1N HCl (100 mL) and stirred vigorously fo...